This data is from the Open Reaction Database (ORD), a public repository of structured organic reaction records. The task is: describe an organic reaction: reactants, conditions, products, and yield Starting materials: C(C=C)N1C(=NC2=NC(=C(C=C21)Cl)I)O[C@H]2[C@@H]1[C@H](OC2)[C@@H](CO1)O[Si](C)(C)C(C)(C)C ([(3R,3aR,6R,6aS)-3-(1-allyl-6-chloro-5-iodo-imidazo[4,5-b]pyridin-2-yl)oxy-2,3,3a,5,6,6a-hexahydrofuro[3,2-b]furan-6-yl]oxy-tert-butyl-dimethyl-silane), CC1(OB(OC1(C)C)C1=CC=C(C=C1)N1CCCC1)C (1-(4-(4,4,5,5-tetramethyl-1,3,2-dioxaborolan-2-yl)phenyl)pyrrolidine), P(=O)([O-])([O-])[O-].[K+].[K+].[K+] (tripotassium phosphate). Run in O1CCOCC1 (dioxane), O (water), C(Cl)Cl (DCM). Run at temperature 80 celsius, time 15 hour. Yields the product C(C=C)N1C(=NC2=NC(=C(C=C21)Cl)C2=CC=C(C=C2)N2CCCC2)O[C@H]2[C@@H]1[C@H](OC2)[C@@H](CO1)O[Si](C)(C)C(C)(C)C ([(3R,3aR,6R,6aS)-3-[1-allyl-6-chloro-5-(4-pyrrolidin-1-ylphenyl)imidazo[4,5-b]pyridin-2-yl]oxy-2,3,3a,5,6,6a-hexahydrofuro[3,2-b]furan-6-yl]oxy-tert-butyl-dimethyl-silane). RXN SMILES: [CH2:1]([N:4]1[C:12]2[C:7](=[N:8][C:9](I)=[C:10]([Cl:13])[CH:11]=2)[N:6]=[C:5]1[O:15][C@@H:16]1[CH2:20][O:19][C@@H:18]2[C@H:21]([O:24][Si:25]([C:28]([CH3:31])([CH3:30])[CH3:29])([CH3:27])[CH3:26])[CH2:22][O:23][C@H:17]12)[CH:2]=[CH2:3].CC1(C)C(C)(C)OB([C:40]2[CH:45]=[CH:44][C:43]([N:46]3[CH2:50][CH2:49][CH2:48][CH2:47]3)=[CH:42][CH:41]=2)O1.P([O-])([O-])([O-])=O.[K+].[K+].[K+]>O1CCOCC1.O.C(Cl)Cl>[CH2:1]([N:4]1[C:12]2[C:7](=[N:8][C:9]([C:40]3[CH:41]=[CH:42][C:43]([N:46]4[CH2:47][CH2:48][CH2:49][CH2:50]4)=[CH:44][CH:45]=3)=[C:10]([Cl:13])[CH:11]=2)[N:6]=[C:5]1[O:15][C@@H:16]1[CH2:20][O:19][C@@H:18]2[C@H:21]([O:24][Si:25]([C:28]([CH3:31])([CH3:30])[CH3:29])([CH3:27])[CH3:26])[CH2:22][O:23][C@H:17]12)[CH:2]=[CH2:3] |f:2.3.4.5|. Procedure: 1,1′-bis(diphenylphosphino)ferrocene-palladium(II)dichloride dichlormethane complex (17.1 mg, 0.021 mmol) was added to a stirred suspension of [(3R,3aR,6R,6aS)-3-(1-allyl-6-chloro-5-iodo-imidazo[4,5-b]pyridin-2-yl)oxy-2,3,3a,5,6,6a-hexahydrofuro[3,2-b]furan-6-yl]oxy-tert-butyl-dimethyl-silane (99.8 mg, 0.173 mmol), 1-(4-(4,4,5,5-tetramethyl-1,3,2-dioxaborolan-2-yl)phenyl)pyrrolidine (59.6 mg, 0.218 mmol), and tripotassium phosphate (225.0 mg, 1.060 mmol) in dioxane (1.38 ml) and water (0.35 ml).... The reactants are NC1=C(C#N)C(=CC=C1)OC1C(CCCC1)OC (2-Amino-6-(2-methoxycyclohexyloxy)benzonitrile), O=C(CC(=O)OCC)C (ethyl 3-oxobutanoate). Product: NC1=C(C(=NC2=CC=CC(=C12)OC1C(CCCC1)OC)C)C(=O)OCC (ethyl 4-amino-5-((2-methoxycyclohexyl)oxy)-2-methylquinoline-3-carboxylate). RXN SMILES: [NH2:1][C:2]1[CH:9]=[CH:8][CH:7]=[C:6]([O:10][CH:11]2[CH2:16][CH2:15][CH2:14][CH2:13][CH:12]2[O:17][CH3:18])[C:3]=1[C:4]#[N:5].O=[C:20]([CH3:27])[CH2:21][C:22]([O:24][CH2:25][CH3:26])=[O:23]>>[NH2:5][C:4]1[C:3]2[C:2](=[CH:9][CH:8]=[CH:7][C:6]=2[O:10][CH:11]2[CH2:16][CH2:15][CH2:14][CH2:13][CH:12]2[O:17][CH3:18])[N:1]=[C:20]([CH3:27])[C:21]=1[C:22]([O:24][CH2:25][CH3:26])=[O:23]. Procedure details: Prepared as in Example 2a from 2-Amino-6-(2-methoxycyclohexyloxy)benzonitrile (Example 109b) and ethyl 3-oxobutanoate as a pale yellow oil (16%). MS 359 (MH+). Reactants: FC=1C=C(C=C(C1)F)C1COCC=2C(NC(OC21)=O)=O (8-(3,5-difluorophenyl)-7,8-dihydropyrano[3,4-e][1,3]oxazine-2,4(3H,5H)-dione), [OH-].[NH4+] (ammonium hydroxide). Reaction conditions: temperature 80 celsius. The product is N#N (N2), FC=1C=C(C=C(C1)F)C1COCC2=C1NC(NC2=O)=O (8-(3,5-difluorophenyl)-7,8-dihydro-1H-pyrano[4,3-d]pyrimidine-2,4(3H,5H)-dione). Yield: 166.7%. As a reaction SMILES: [F:1][C:2]1[CH:3]=[C:4]([CH:9]2[C:18]3[O:17][C:16](=O)[NH:15][C:14](=[O:20])[C:13]=3[CH2:12][O:11][CH2:10]2)[CH:5]=[C:6]([F:8])[CH:7]=1.[OH-].[NH4+:22]>>[N:22]#[N:15].[F:1][C:2]1[CH:3]=[C:4]([CH:9]2[C:18]3[NH:22][C:16](=[O:17])[NH:15][C:14](=[O:20])[C:13]=3[CH2:12][O:11][CH2:10]2)[CH:5]=[C:6]([F:8])[CH:7]=1 |f:1.2|. Reported procedure: The mixture of 8-(3,5-difluorophenyl)-7,8-dihydropyrano[3,4-e][1,3]oxazine-2,4(3H,5H)-dione (Preparation X3) (230 mg, 0.818 mmol) and ammonium hydroxide (2229 μL, 57.3 mmol) in a sealed bottle was heated at 80° C. for 4 h. Blowed by N2 overnight to get 8-(3,5-difluorophenyl)-7,8-dihydro-1H-pyrano[4,3-d]pyrimidine-2,4(3H,5H)-dione (191 mg, 0.682 mmol, 83% yield) which was used as is. LC-MS (M+H)+=281.1.